From a dataset of the Open Reaction Database (ORD), a public repository of structured organic reaction records. describe an organic reaction: reactants, conditions, products, and yield Yields the product C=C(c1ccc(=O)[nH]c1)c1cccc(Br)c1. As a reaction SMILES: [Br:1][c:2]1[cH:3][c:4]([C:8](=[CH2:9])[c:10]2[cH:11][cH:12][c:13]([O:16][CH3:17])[n:14][cH:15]2)[cH:5][cH:6][cH:7]1.[Cl:25][CH2:26][Cl:27].[ClH:18].[nH+:19]1[cH:20][cH:21][cH:22][cH:23][cH:24]1>>[Br:1][c:2]1[cH:3][c:4]([C:8](=[CH2:9])[c:10]2[cH:11][cH:12][c:13](=[O:16])[nH:14][cH:15]2)[cH:5][cH:6][cH:7]1. The reactants are C=C(c1ccc(OC)nc1)c1cccc(Br)c1, ClCCl, Cl, c1cc[nH+]cc1. Starting materials: C=C (ethylene), C=C (ethylene), C(C)(=O)OC=C (vinyl acetate), C(C)(=O)OC=C (vinyl acetate), C(C=C)(=O)OCC (ethyl acrylate). Solvent: C(C)(C)(C)O (tert.-butanol), C(C)(C)(C)O (tert.-butanol). Reaction conditions: time 6 hour. The product is C=C.C(C)(=O)OC=C.C(C=C)(=O)OCC (Ethylene/vinyl acetate ethyl acrylate). RXN SMILES: C=C.[C:3](OC=C)(=O)[CH3:4].[C:9]([O:13][CH2:14][CH3:15])(=[O:12])[CH:10]=[CH2:11]>C(O)(C)(C)C>[CH2:3]=[CH2:4].[C:9]([O:13][CH:14]=[CH2:15])(=[O:12])[CH3:10].[C:9]([O:13][CH2:14][CH3:15])(=[O:12])[CH:10]=[CH2:11] |f:4.5.6|. Procedure: The cascade of autoclaves of Example 1 is continuously charged with 458 g/h of ethylene, a mixture A (2000 ml/h) consisting of 6.3 kg of vinyl acetate (d=0.79 g/cm3), 9 kg of tert.-butanol and 2.7 kg of ethyl acrylate (d=0.923818 g/cm3) and a mixture B (1200 ml/h) consisting of 0.6 kg of vinyl acetate, 0.6 kg of tert.-butanol and 9 g of tert.-butyl perpivalate. The internal reactor temperatures are T1=64° C., T2=68° C., T3=73° C. and T4=80° C. The operating pressure is 300 bar. When equilibrium ... RXN SMILES: [B:14]([Br:15])([Br:16])[Br:17].[CH3:1][O:2][c:3]1[cH:4][c:5]2[cH:6][cH:7][o:8][c:9](=[O:13])[c:10]2[cH:11][cH:12]1.[Cl:24][CH2:25][Cl:26].[Na+:18].[Na+:19].[O-:20][C:21](=[O:22])[O-:23]>>[OH:2][c:3]1[cH:4][c:5]2[cH:6][cH:7][o:8][c:9](=[O:13])[c:10]2[cH:11][cH:12]1. The reactants are BrB(Br)Br, COc1ccc2c(=O)occc2c1, ClCCl, [Na+], [Na+], O=C([O-])[O-]. The product is O=c1occc2cc(O)ccc12. The reactants are O=C(Cl)c1ccccc1, C1=C(c2c[nH]c3ncccc23)CC2CCCN2C1, C1CCOC1, C[Si](C)(C)[N-][Si](C)(C)C, [Na+]. Product: O=C(c1ccccc1)n1cc(C2=CCN3CCCC3C2)c2cccnc21. As a reaction SMILES: [C:19]([c:20]1[cH:21][cH:22][cH:23][cH:24][cH:25]1)(=[O:26])[Cl:27].[CH2:1]1[CH2:2][CH2:3][N:4]2[CH2:5][CH:6]=[C:7]([c:10]3[cH:11][nH:12][c:13]4[n:14][cH:15][cH:16][cH:17][c:18]34)[CH2:8][CH:9]12.[CH2:38]1[O:39][CH2:40][CH2:41][CH2:42]1.[CH3:29][Si:30]([N-:31][Si:32]([CH3:33])([CH3:34])[CH3:35])([CH3:36])[CH3:37].[Na+:28]>>[CH2:1]1[CH2:2][CH2:3][N:4]2[CH2:5][CH:6]=[C:7]([c:10]3[cH:11][n:12]([C:19]([c:20]4[cH:21][cH:22][cH:23][cH:24][cH:25]4)=[O:26])[c:13]4[n:14][cH:15][cH:16][cH:17][c:18]34)[CH2:8][CH:9]12. Reactants: [H-].[Na+] (sodium hydride), BrCC=1C(=NOC1C)C1=CC=CC=C1 (4-(bromomethyl)-5-methyl-3-phenylisoxazole), ClC=1C=C2C(=CC1)N(C(C21CNC(C1)=O)=O)CC(=O)OC(C)(C)C (tert-butyl (5-chloro-2,5′-dioxospiro[indole-3,3′-pyrrolidin]-1(2H)-yl)acetate), intermediate 41, CN(C)C=O (DMF). Run in C(C)(=O)OCC (ethyl acetate). Reaction conditions: time 1 hour. Product: ClC=1C=C2C(=CC1)N(C(C21C(N(CC1)CC=1C(=NOC1C)C1=CC=CC=C1)=O)=O)CC(=O)OC(C)(C)C (tert-butyl [5-chloro-1′-[(5-methyl-3-phenylisoxazol-4-yl)methyl]-2,2′-dioxospiro[indole-3,3′-pyrrolidin]-1(2H)-yl]acetate). Isolated yield 58.0%. Reaction SMILES: [Cl:1][C:2]1[CH:3]=[C:4]2[C:10]3([CH2:14][C:13](=O)[NH:12][CH2:11]3)[C:9](=[O:16])[N:8]([CH2:17][C:18]([O:20][C:21]([CH3:24])([CH3:23])[CH3:22])=[O:19])[C:5]2=[CH:6][CH:7]=1.[H-].[Na+].Br[CH2:28][C:29]1[C:30]([C:35]2[CH:40]=[CH:39][CH:38]=[CH:37][CH:36]=2)=[N:31][O:32][C:33]=1[CH3:34].CN(C=[O:45])C>C(OCC)(=O)C>[Cl:1][C:2]1[CH:3]=[C:4]2[C:10]3([CH2:14][CH2:13][N:12]([CH2:28][C:29]4[C:30]([C:35]5[CH:40]=[CH:39][CH:38]=[CH:37][CH:36]=5)=[N:31][O:32][C:33]=4[CH3:34])[C:11]3=[O:45])[C:9](=[O:16])[N:8]([CH2:17][C:18]([O:20][C:21]([CH3:24])([CH3:22])[CH3:23])=[O:19])[C:5]2=[CH:6][CH:7]=1 |f:1.2|. Reported procedure: A suspension of tert-butyl (5-chloro-2,5′-dioxospiro[indole-3,3′-pyrrolidin]-1(2H)-yl)acetate, intermediate 41 (100 mg; 0.29 mmol) in dry DMF (5 ml) was treated with sodium hydride pract. (14.8 mg; 0.37 mmol). After stirring for 20 minutes 4-(bromomethyl)-5-methyl-3-phenylisoxazole (86.24 mg; 0.34 mmol) was added. After stirring for 1 h the solvent was evaporated to give a residue, which was dissolved in ethyl acetate. The organic phase was washed with brine, dried (MgSO4) and removed in vacuo, ...